Dataset: the Open Reaction Database (ORD), a public repository of structured organic reaction records. Task: describe an organic reaction: reactants, conditions, products, and yield Starting materials: ClC1=C(CNCC=2C=NC=CC2)C=CC(=C1)Cl (3-(2,4-dichlorobenzylaminomethyl)pyridine), C([O-])([O-])=O.[K+].[K+] (potassium carbonate), CS(=O)(=O)Cl (methanesulfonyl chloride). Run in ClCCl (dichloromethane). The product is ClC1=C(CN(S(=O)(=O)C)CC=2C=NC=CC2)C=CC(=C1)Cl (N-(2,4-dichlorobenzyl)-N-(pyridin-3-ylmethyl)methanesulfonamide). RXN SMILES: [Cl:1][C:2]1[CH:16]=[C:15]([Cl:17])[CH:14]=[CH:13][C:3]=1[CH2:4][NH:5][CH2:6][C:7]1[CH:8]=[N:9][CH:10]=[CH:11][CH:12]=1.C(=O)([O-])[O-].[K+].[K+].[CH3:24][S:25](Cl)(=[O:27])=[O:26]>ClCCl>[Cl:1][C:2]1[CH:16]=[C:15]([Cl:17])[CH:14]=[CH:13][C:3]=1[CH2:4][N:5]([CH2:6][C:7]1[CH:8]=[N:9][CH:10]=[CH:11][CH:12]=1)[S:25]([CH3:24])(=[O:27])=[O:26] |f:1.2.3|. Reported procedure: A 3.2 g. portion of 3-(2,4-dichlorobenzylaminomethyl)pyridine was dissolved in 15 ml. of dichloromethane, and to it was added 2 g. of potassium carbonate and 1.16 ml. of methanesulfonyl chloride. The mixture was stirred at ambient temperature for several days, and was then extracted twice with 15 ml. portions of water, dried, filtered, and evaporated under vacuum to an oil. The residue was dissolved in chloroform and purified over silica gel, eluting first with chloroform and then with 9:1 chlor... Starting materials: CCOC(=O)CC1CC(C)CC(C)(C)C1, [Na+], [OH-], O, O=S(=O)(O)O. The product is CC1CC(CC(=O)O)CC(C)(C)C1. Reaction SMILES: [CH3:1][C:2]1([CH3:15])[CH2:3][CH:4]([CH2:9][C:10](=[O:11])[O:12][CH2:13][CH3:14])[CH2:5][CH:6]([CH3:8])[CH2:7]1.[Na+:17].[OH-:16].[OH2:23].[S:18](=[O:19])(=[O:20])([OH:21])[OH:22]>>[CH3:1][C:2]1([CH3:15])[CH2:3][CH:4]([CH2:9][C:10](=[O:11])[OH:12])[CH2:5][CH:6]([CH3:8])[CH2:7]1.